Dataset: the Open Reaction Database (ORD), a public repository of structured organic reaction records. Task: describe an organic reaction: reactants, conditions, products, and yield Reactants: COCCOC, CC(=O)OC(C)=O, CC(C)(C)c1ccc(N2CCOCC2)c(N)c1. Yields the product CC(=O)Nc1cc(C(C)(C)C)ccc1N1CCOCC1. Reaction SMILES: [CH2:25]([CH2:26][O:27][CH3:28])[O:29][CH3:30].[CH3:18][C:19](=[O:20])[O:21][C:22](=[O:23])[CH3:24].[NH2:1][c:2]1[c:3]([N:12]2[CH2:13][CH2:14][O:15][CH2:16][CH2:17]2)[cH:4][cH:5][c:6]([C:8]([CH3:9])([CH3:10])[CH3:11])[cH:7]1>>[NH:1]([c:2]1[c:3]([N:12]2[CH2:13][CH2:14][O:15][CH2:16][CH2:17]2)[cH:4][cH:5][c:6]([C:8]([CH3:9])([CH3:10])[CH3:11])[cH:7]1)[C:19]([CH3:18])=[O:20].